This data is from the Open Reaction Database (ORD), a public repository of structured organic reaction records. The task is: describe an organic reaction: reactants, conditions, products, and yield Starting materials: ClC1=NC=C(C(=N1)NC1=C(C(=O)NC)C=C(C=C1)OC)Cl (2-(2,5-Dichloro-pyrimidin-4-ylamino)-5-methoxy-N-methyl-benzamide), NC1=CC2=C(CCN(CC2)CC(=O)N(C)C)C=C1OC (2-(7-Amino-8-methoxy-1,2,4,5-tetrahydro-benzo[d]azepin-3-yl)-N,N-dimethyl-acetamide). Yields the product ClC=1C(=NC(=NC1)NC1=CC2=C(CCN(CC2)CC(N(C)C)=O)C=C1OC)NC1=C(C(=O)NC)C=C(C=C1)OC (2-[5-Chloro-2-(3-dimethylcarbamoylmethyl-8-methoxy-2,3,4,5-tetrahydro-1H-benzo[d]azepin-7-ylamino)-pyrimidin-4-ylamino]-5-methoxy-N-methyl-benzamide). Reaction SMILES: Cl[C:2]1[N:7]=[C:6]([NH:8][C:9]2[CH:18]=[CH:17][C:16]([O:19][CH3:20])=[CH:15][C:10]=2[C:11]([NH:13][CH3:14])=[O:12])[C:5]([Cl:21])=[CH:4][N:3]=1.[NH2:22][C:23]1[C:39]([O:40][CH3:41])=[CH:38][C:26]2[CH2:27][CH2:28][N:29]([CH2:32][C:33]([N:35]([CH3:37])[CH3:36])=[O:34])[CH2:30][CH2:31][C:25]=2[CH:24]=1>>[Cl:21][C:5]1[C:6]([NH:8][C:9]2[CH:18]=[CH:17][C:16]([O:19][CH3:20])=[CH:15][C:10]=2[C:11]([NH:13][CH3:14])=[O:12])=[N:7][C:2]([NH:22][C:23]2[C:39]([O:40][CH3:41])=[CH:38][C:26]3[CH2:27][CH2:28][N:29]([CH2:32][C:33](=[O:34])[N:35]([CH3:36])[CH3:37])[CH2:30][CH2:31][C:25]=3[CH:24]=2)=[N:3][CH:4]=1. Procedure details: 2-(2,5-Dichloro-pyrimidin-4-ylamino)-5-methoxy-N-methyl-benzamide of Example 607 was reacted with 2-(7-Amino-8-methoxy-1,2,4,5-tetrahydro-benzo[d]azepin-3-yl)-N,N-dimethyl-acetamide, in a similar manner as Example 601b, to yield desired product 2-[5-Chloro-2-(3-dimethylcarbamoylmethyl-8-methoxy-2,3,4,5-tetrahydro-1H-benzo[d]azepin-7-ylamino)-pyrimidin-4-ylamino]-5-methoxy-N-methyl-benzamide as a lyophylate (29%); 1H NMR (400 MHz, DMSO-d6) δ 11.30 (s, 1H, exchangeable), 9.85 (bs, 1H, exchangeable... The reactants are COc1cccc(OC(F)(F)F)c1, COc1ccc(C)cc1C1(N2CC(OCCO)CC2C(=O)N(C)C)C(=O)Nc2ccc(Cl)cc21, O=S(=O)(Cl)Cl. Product: COc1ccc(S(=O)(=O)N2C(=O)C(c3cc(C)ccc3OC)(N3CC(OCCO)CC3C(=O)N(C)C)c3cc(Cl)ccc32)c(OC(F)(F)F)c1. RXN SMILES: [CH3:40][O:41][c:42]1[cH:43][c:44]([O:48][C:49]([F:50])([F:51])[F:52])[cH:45][cH:46][cH:47]1.[Cl:1][c:2]1[cH:3][c:4]2[c:8]([cH:9][cH:10]1)[NH:7][C:6](=[O:11])[C:5]2([c:12]1[c:13]([O:19][CH3:20])[cH:14][cH:15][c:16]([CH3:18])[cH:17]1)[N:21]1[CH:22]([C:23](=[O:24])[N:25]([CH3:26])[CH3:27])[CH2:28][CH:29]([O:31][CH2:32][CH2:33][OH:34])[CH2:30]1.[S:35](=[O:36])(=[O:37])([Cl:38])[Cl:39]>>[Cl:1][c:2]1[cH:3][c:4]2[c:8]([cH:9][cH:10]1)[N:7]([S:35](=[O:36])(=[O:37])[c:45]1[c:44]([O:48][C:49]([F:50])([F:51])[F:52])[cH:43][c:42]([O:41][CH3:40])[cH:47][cH:46]1)[C:6](=[O:11])[C:5]2([c:12]1[c:13]([O:19][CH3:20])[cH:14][cH:15][c:16]([CH3:18])[cH:17]1)[N:21]1[CH:22]([C:23](=[O:24])[N:25]([CH3:26])[CH3:27])[CH2:28][CH:29]([O:31][CH2:32][CH2:33][OH:34])[CH2:30]1. Reactants: ClN1C(N(C(N(C1=O)Cl)=O)Cl)=O (trichlorocyanuric acid), BrCC1CNC(O1)=O (5-bromomethyl-2-oxazolidinone). Solvent: C(Cl)Cl (MeCl2). Run at time 8 hour. Yields the product ClN1C(OC(C1)CBr)=O (3-Chloro-5-bromomethyl-2-oxazolidinone). RXN SMILES: ClN1[C:7](=[O:8])[N:6]([Cl:9])[C:5](=O)N(Cl)C1=O.[Br:13][CH2:14][CH:15]1[O:19]C(=O)NC1>C(Cl)Cl>[Cl:9][N:6]1[CH2:5][CH:15]([CH2:14][Br:13])[O:19][C:7]1=[O:8]. Reported procedure: 3.86 grams (0.0166 moles) trichlorocyanuric acid and 1.79 grams (0.0166 moles) 5-bromomethyl-2-oxazolidinone are added to MeCl2 and stirred overnight at room temperature. The reaction mix was dried over magnesium sulfate and rotovaped. Proton NMR Data: δ3.9(m, 4 protons]5.1(m, 1 proton). Reactants: ClC=1C(=C2N=C(C(=NC2=CC1Cl)OC)OC)C#CC1=CC=CC=C1 (6,7-dichloro-2,3-dimethoxy-5-(2-phenylethynyl)quinoxaline), C[Si](C)(C)N=[N+]=[N-] (trimethylsilyl azide), C(O)([O-])=O.[Na+] (sodium hydrogen carbonate). The solvent is O (water). Run at temperature 170 celsius. Product: ClC=1C(=C2N=C(C(=NC2=CC1Cl)OC)OC)C=1N=NNC1C1=CC=CC=C1 (6,7-Dichloro-2,3-dimethoxy-5-[5-phenyl-1H-1,2,3-triazol-4-yl]quinoxaline). The yield is 58.0%. As a reaction SMILES: [Cl:1][C:2]1[C:3]([C:17]#[C:18][C:19]2[CH:24]=[CH:23][CH:22]=[CH:21][CH:20]=2)=[C:4]2[C:9](=[CH:10][C:11]=1[Cl:12])[N:8]=[C:7]([O:13][CH3:14])[C:6]([O:15][CH3:16])=[N:5]2.C[Si]([N:29]=[N+:30]=[N-:31])(C)C.C(=O)([O-])O.[Na+]>O>[Cl:1][C:2]1[C:3]([C:17]2[N:29]=[N:30][NH:31][C:18]=2[C:19]2[CH:24]=[CH:23][CH:22]=[CH:21][CH:20]=2)=[C:4]2[C:9](=[CH:10][C:11]=1[Cl:12])[N:8]=[C:7]([O:13][CH3:14])[C:6]([O:15][CH3:16])=[N:5]2 |f:2.3|. Procedure: A mixture of 6,7-dichloro-2,3-dimethoxy-5-(2-phenylethynyl)quinoxaline (2.0 g, 5.57 mmol) and trimethylsilyl azide (20 mL) was heated at 170° C. in a sealed vessel for 18 hours. After cooling, water (20 mL) was added followed by saturated aqueous sodium hydrogen carbonate solution (50 mL) and the mixture extracted with ethyl acetate (3×50 mL). The combined organic extracts were dried (MgSO4) and concentrated under reduced pressure. The residue was purified by flash chromatography on silica gel, ... The reactants are NC1=C(C=C(C(=O)NC2CCN(CC2)C)C=C1)OC (4-amino-3-methoxy-N-(1-methyl-4-piperidyl)benzamide), O.C1(=CC=C(C=C1)S(=O)(=O)O)C (p-toluenesulphonic acid monohydrate), ClC1=NC=C2N(C(CCN(C2=N1)CC#N)=O)C (2-(10-chloro-6-methyl-5-oxo-2,6,9,11-tetrazabicyclo[5.4.0]undeca-7,9,11-trien-2-yl)acetonitrile), ClC1=NC=C2N(C(CCN(C2=N1)CC#N)=O)C (2-(10-chloro-6-methyl-5-oxo-2,6,9,11-tetrazabicyclo[5.4.0]undeca-7,9,11-trien-2-yl)acetonitrile), NC1=C(C=C(C(=O)NC2CCN(CC2)C)C=C1)OC (4-amino-3-methoxy-N-(1-methyl-4-piperidyl)benzamide), O.C1(=CC=C(C=C1)S(=O)(=O)O)C (p-toluenesulphonic acid monohydrate). Solvent: CO (MeOH), C(C)(C)O (isopropanol), CO (methanol), O (water), CO (methanol), CC(CC(C)O)C (4-methyl-2-pentanol). Yields the product COC=1C=C(C(=O)NC2CCN(CC2)C)C=CC1NC1=NC=C2N(C(CCN(C2=N1)CC(=N)OC(C)CC(C)C)=O)C (3-methoxy-4-[[6-methyl-2-[(4-methylpentan-2-yloxycarbonimidoyl)methyl]-5-oxo-2,6,9,11-tetrazabicyclo[5.4.0]undeca-7,9,11-trien-10-yl]amino]-N-(1-methyl-4-piperidyl)benzamide). The yield is 9.3%. As a reaction SMILES: Cl[C:2]1[N:12]=[C:11]2[C:5]([N:6]([CH3:17])[C:7](=[O:16])[CH2:8][CH2:9][N:10]2[CH2:13][C:14]#[N:15])=[CH:4][N:3]=1.[NH2:18][C:19]1[CH:34]=[CH:33][C:22]([C:23]([NH:25][CH:26]2[CH2:31][CH2:30][N:29]([CH3:32])[CH2:28][CH2:27]2)=[O:24])=[CH:21][C:20]=1[O:35][CH3:36].[OH2:37].[C:38]1([CH3:48])[CH:43]=C[C:41](S(O)(=O)=O)=[CH:40][CH:39]=1>CC(C)CC(O)C.O.CO.C(O)(C)C>[CH3:36][O:35][C:20]1[CH:21]=[C:22]([CH:33]=[CH:34][C:19]=1[NH:18][C:2]1[N:12]=[C:11]2[C:5]([N:6]([CH3:17])[C:7](=[O:16])[CH2:8][CH2:9][N:10]2[CH2:13][C:14]([O:37][CH:40]([CH2:39][CH:38]([CH3:48])[CH3:43])[CH3:41])=[NH:15])=[CH:4][N:3]=1)[C:23]([NH:25][CH:26]1[CH2:27][CH2:28][N:29]([CH3:32])[CH2:30][CH2:31]1)=[O:24] |f:2.3|. Reported procedure: 2-(10-chloro-6-methyl-5-oxo-2,6,9,11-tetrazabicyclo[5.4.0]undeca-7,9,11-trien-2-yl)acetonitrile (Intermediate 155; 97 mg, 0.39 mmol), 4-amino-3-methoxy-N-(1-methyl-4-piperidyl)benzamide (WO06/018220; 124 mg, 0.47 mmol) and p-toluenesulphonic acid monohydrate (148 mg, 0.78 mmol) were heated together in 4-methyl-2-pentanol (4 mL) at 100° C. for 24 hours. The reaction mixture was diluted with water and methanol and the solution loaded onto an SCX-2 (5 g) column pre-wet with methanol. The column was... The product is O=C1C(Cl)=C(c2ccccc2)C(=O)N1Cc1ccccn1. The reactants are CC(=O)O, O=C1OC(=O)C(c2ccccc2)=C1Cl, NCc1ccccn1. As a reaction SMILES: [CH3:23][C:24](=[O:25])[OH:26].[Cl:1][C:2]1=[C:6]([c:7]2[cH:8][cH:9][cH:10][cH:11][cH:12]2)[C:5](=[O:13])[O:4][C:3]1=[O:14].[NH2:15][CH2:16][c:17]1[n:18][cH:19][cH:20][cH:21][cH:22]1>>[Cl:1][C:2]1=[C:6]([c:7]2[cH:8][cH:9][cH:10][cH:11][cH:12]2)[C:5](=[O:13])[N:15]([CH2:16][c:17]2[n:18][cH:19][cH:20][cH:21][cH:22]2)[C:3]1=[O:14]. The reactants are S(N)(=O)(=O)C1=CC2=C(CNCC2)S1 (2-sulfamoyl-4,5,6,7-tetrahydrothieno[2,3-c]pyridine), C([O-])([O-])=O.[Na+].[Na+] (sodium carbonate), Cl (hydrochloric acid), [OH-].[K+] (potassium hydroxide). The reagents and catalysts are [Fe-3](C#N)(C#N)(C#N)(C#N)(C#N)C#N.[K+].[K+].[K+] (potassium ferricyanide). Run in O (water), O (water), O (water). Conditions: temperature 80 celsius. Yields the product S(N)(=O)(=O)C1=CC=2C(=CN=CC2)S1 (2-Sulfamoylthieno[2,3-c]pyridine). Isolated yield 34.9%. As a reaction SMILES: [OH-].[K+].[S:3]([C:7]1[S:15][C:10]2[CH2:11][NH:12][CH2:13][CH2:14][C:9]=2[CH:8]=1)(=[O:6])(=[O:5])[NH2:4].Cl.C(=O)([O-])[O-].[Na+].[Na+]>O.[Fe-3](C#N)(C#N)(C#N)(C#N)(C#N)C#N.[K+].[K+].[K+]>[S:3]([C:7]1[S:15][C:10]2=[CH:11][N:12]=[CH:13][CH:14]=[C:9]2[CH:8]=1)(=[O:5])(=[O:6])[NH2:4] |f:0.1,4.5.6,8.9.10.11|. Procedure: To a solution of potassium ferricyanide (76 g, 0.23 mol) in water (400 ml) was added a solution of potassium hydroxide (68 g, 0.113 mol) in water (150 ml), followed by a suspension of 2-sulfamoyl-4,5,6,7-tetrahydrothieno[2,3-c]pyridine (10.8 g, 49.5 mmol) in water (50 ml). This mixture was warmed at 80° C. for 4-6 hours. This solution was acidified with concentrated hydrochloric acid and then made basic with saturated sodium carbonate solution. The product was extracted from this solution with e... Starting materials: C(C1=CC=CC=C1)OC=1C=2N(C=CC1)C(=C(N2)C2=CC=C(C=C2)F)I (8-(benzyloxy)-2-(4-fluorophenyl)-3-iodoimidazo[1,2-a]pyridine), CSC1=NC=CC(=N1)[Sn](CCCC)(CCCC)CCCC (2-(methylsulfanyl)-4-(tributylstannyl)pyrimidine), [F-].[K+] (potassium fluoride). Reagents/catalysts: Cl[Pd]([P](C1=CC=CC=C1)(C2=CC=CC=C2)C3=CC=CC=C3)([P](C4=CC=CC=C4)(C5=CC=CC=C5)C6=CC=CC=C6)Cl (dichlorobis(triphenylphosphine)palladium(II)). Solvent: C1(=CC=CC=C1)C (toluene), C(C)(=O)OCC (ethyl acetate). Conditions: temperature 110 celsius. Product: C(C1=CC=CC=C1)OC=1C=2N(C=CC1)C(=C(N2)C2=CC=C(C=C2)F)C2=NC(=NC=C2)SC (8-(benzyloxy)-2-(4-fluorophenyl)-3-[2-(methylsulfanyl)pyrimidin-4-yl]imidazo[1,2-a]pyridine). The yield is 38.7%. RXN SMILES: [CH2:1]([O:8][C:9]1[C:10]2[N:11]([C:15](I)=[C:16]([C:18]3[CH:23]=[CH:22][C:21]([F:24])=[CH:20][CH:19]=3)[N:17]=2)[CH:12]=[CH:13][CH:14]=1)[C:2]1[CH:7]=[CH:6][CH:5]=[CH:4][CH:3]=1.[CH3:26][S:27][C:28]1[N:33]=[C:32]([Sn](CCCC)(CCCC)CCCC)[CH:31]=[CH:30][N:29]=1.[F-].[K+]>C1(C)C=CC=CC=1.C(OCC)(=O)C.Cl[Pd](Cl)([P](C1C=CC=CC=1)(C1C=CC=CC=1)C1C=CC=CC=1)[P](C1C=CC=CC=1)(C1C=CC=CC=1)C1C=CC=CC=1>[CH2:1]([O:8][C:9]1[C:10]2[N:11]([C:15]([C:30]3[CH:31]=[CH:32][N:33]=[C:28]([S:27][CH3:26])[N:29]=3)=[C:16]([C:18]3[CH:23]=[CH:22][C:21]([F:24])=[CH:20][CH:19]=3)[N:17]=2)[CH:12]=[CH:13][CH:14]=1)[C:2]1[CH:7]=[CH:6][CH:5]=[CH:4][CH:3]=1 |f:2.3,^1:64,83|. Procedure: To a mixture of 8-(benzyloxy)-2-(4-fluorophenyl)-3-iodoimidazo[1,2-a]pyridine (0.15 g, 0.35 mmol) and dichlorobis(triphenylphosphine)palladium(II) (30 mg, 0.0035 mmol) in toluene (3 mL) was added 2-(methylsulfanyl)-4-(tributylstannyl)pyrimidine (0.19 g, 0.46 mmol). The mixture was heated to 110° C. in a sealed tube for 16 hours. The reaction was allowed to cool and was diluted with ethyl acetate before being poured into a 10% aqueous potassium fluoride solution. The mixture was extracted with et... Starting materials: [Li+].C[Si](C)(C)[N-][Si](C)(C)C (LHMDS), COC(C1=C(C=C2CCCN(C2=N1)C(=O)OC1=CC=CC=C1)C1CCOCC1)OC (phenyl 7-(dimethoxymethyl)-6-(tetrahydro-2H-pyran-4-yl)-3,4-dihydro-1,8-naphthyridine-1(2H)-carboxylate), COC(C1=C(C=C2CCCN(C2=N1)C(=O)OC1=CC=CC=C1)C1CCOCC1)OC (phenyl 7-(dimethoxymethyl)-6-(tetrahydro-2H-pyran-4-yl)-3,4-dihydro-1,8-naphthyridine-1(2H)-carboxylate), NC1=NC=C(C#N)C(=C1)NCCOC (6-amino-4-((2-methoxyethyl)amino)nicotinonitrile), NC1=NC=C(C#N)C(=C1)NCCOC (6-amino-4-((2-methoxyethyl)amino)nicotinonitrile), [NH4+].[Cl-] (NH4Cl). The solvent is C1CCOC1 (THF), C1CCOC1 (THF). Reaction conditions: temperature -78 celsius. The product is C(#N)C=1C(=CC(=NC1)NC(=O)N1CCCC2=CC(=C(N=C12)C(OC)OC)C1CCOCC1)NCCOC (N-(5-cyano-4-((2-methoxyethyl)amino)pyridin-2-yl)-7-(dimethoxymethyl)-6-(tetrahydro-2H-pyran-4-yl)-3,4-dihydro-1,8-naphthyridine-1(2H)-carboxamide). As a reaction SMILES: [Li+].C[Si]([N-][Si](C)(C)C)(C)C.[CH3:11][O:12][CH:13]([O:39][CH3:40])[C:14]1[N:23]=[C:22]2[C:17]([CH2:18][CH2:19][CH2:20][N:21]2[C:24](OC2C=CC=CC=2)=[O:25])=[CH:16][C:15]=1[CH:33]1[CH2:38][CH2:37][O:36][CH2:35][CH2:34]1.[NH2:41][C:42]1[CH:49]=[C:48]([NH:50][CH2:51][CH2:52][O:53][CH3:54])[C:45]([C:46]#[N:47])=[CH:44][N:43]=1.[NH4+].[Cl-]>C1COCC1>[C:46]([C:45]1[C:48]([NH:50][CH2:51][CH2:52][O:53][CH3:54])=[CH:49][C:42]([NH:41][C:24]([N:21]2[C:22]3[C:17](=[CH:16][C:15]([CH:33]4[CH2:34][CH2:35][O:36][CH2:37][CH2:38]4)=[C:14]([CH:13]([O:39][CH3:40])[O:12][CH3:11])[N:23]=3)[CH2:18][CH2:19][CH2:20]2)=[O:25])=[N:43][CH:44]=1)#[N:47] |f:0.1,4.5|. Procedure details: A solution of LHMDS in THF (0.9 M, 2.32 ml, 2.09 mmol) was added to phenyl 7-(dimethoxymethyl)-6-(tetrahydro-2H-pyran-4-yl)-3,4-dihydro-1,8-naphthyridine-1(2H)-carboxylate (intermediate 311, 700 mg, 0.95 mmol) and 6-amino-4-((2-methoxyethyl)amino)nicotinonitrile (intermediate 75, 183 mg, 0.95 mmol) in THF (10 ml) cooled at −78° C. with a dry ice/acetone bath. After stirring for 2 h at −78° C. aqueous NH4Cl was added, the mixture warmed to room temperature and extracted with EtOAc. The organic la...